This data is from the Open Reaction Database (ORD), a public repository of structured organic reaction records. The task is: describe an organic reaction: reactants, conditions, products, and yield Reactants: CC1=CCCC2=CC=CC=C12 (1-methyl-3,4-dihydronaphthalene), C(C)(=O)O (acetic acid), C=O (formaldehyde), Cl.C12(CC3CC(CC(C1)C3)C2)N (1-adamantanamine hydrochloride). Yields the product C12(CC3CC(CC(C1)C3)C2)N2CC=3CCC1=C(C3CC2)C=CC=C1 (3-(1-adamantyl)-1,2,3,4,5,6-hexahydrobenz[f]isoquinoline). As a reaction SMILES: [CH3:1][C:2]1[C:11]2[C:6](=[CH:7][CH:8]=[CH:9][CH:10]=2)[CH2:5][CH2:4][CH:3]=1.C=O.Cl.[C:15]12([NH2:25])[CH2:24][CH:19]3[CH2:20][CH:21]([CH2:23][CH:17]([CH2:18]3)[CH2:16]1)[CH2:22]2.[C:26](O)(=O)[CH3:27]>>[C:15]12([N:25]3[CH2:5][CH2:6][C:11]4[C:10]5[CH:9]=[CH:8][CH:7]=[CH:27][C:26]=5[CH2:4][CH2:3][C:2]=4[CH2:1]3)[CH2:22][CH:21]3[CH2:20][CH:19]([CH2:18][CH:17]([CH2:23]3)[CH2:16]1)[CH2:24]2 |f:2.3|. Procedure: Following the procedure of Example 1, step 3, 2.05 g (14.0 mmol) of 1-methyl-3,4-dihydronaphthalene in 14 ml of acetic acid was reacted with 4.54 ml of 37% formaldehyde solution and 6.03 g of 1-adamantanamine hydrochloride. Work up gave 5.58 g of crude 3-(1-adamantyl)-1,2,3,4,5,6-hexahydrobenz[f]isoquinoline. Following the procedure of Example 2, this was reacted with 1.02 g of lithium wire in 400 ml of liquid ammonia, 100 ml of anhydrous THF and 2 ml of aniline. Chromatography on flash silica, ... Starting materials: O=C1CCCCCO1, CCCCCCCN. Product: CCCCCCCNC(=O)CCCCCO. As a reaction SMILES: [C:9]1(=[O:16])[CH2:10][CH2:11][CH2:12][CH2:13][CH2:14][O:15]1.[CH2:1]([CH2:2][CH2:3][CH2:4][CH2:5][CH2:6][CH3:7])[NH2:8]>>[CH2:1]([CH2:2][CH2:3][CH2:4][CH2:5][CH2:6][CH3:7])[NH:8][C:14]([CH2:13][CH2:12][CH2:11][CH2:10][CH2:9][OH:16])=[O:15]. The reactants are C(C)(=O)OC(C)=O (acetic anhydride), C(C)(=O)[O-].[Na+] (sodium acetate), C(#N)C=1C=C(C(=O)N)C=CC1 (m-cyanobenzamide), [N]=O (nitrogen monoxide), [N+](=O)[O-] (nitrogen dioxide). The solvent is C(C)(=O)O (Acetic acid). Conditions: time 4 hour. The product is C(#N)C=1C=C(C(=O)O)C=CC1 (m-cyanobenzoic acid). Isolated yield 94.0%. Reaction SMILES: C([O:4][C:5](=[O:7])[CH3:6])(=O)C.C([O-])(=O)C.[Na+].[C:13]([C:15]1[CH:16]=C([CH:21]=[CH:22][CH:23]=1)C(N)=O)#[N:14].[N]=O.[N+]([O-])=O>C(O)(=O)C>[C:13]([C:15]1[CH:16]=[C:6]([CH:21]=[CH:22][CH:23]=1)[C:5]([OH:4])=[O:7])#[N:14] |f:1.2,^1:23,25|. Procedure: Acetic acid (30 ml), acetic anhydride (70 ml), sodium acetate (6.2 g), and m-cyanobenzamide (5.0 g) were mixed with stirring under cooling with ice, to thereby obtain a mixture. The mixture was allowed to react while the mixed gas of nitrogen monoxide and nitrogen dioxide (volume ratio 1:1) was introduced thereto at 286 N ml/minute for four hours. The residual solvent was removed through distillation in vacuum, and water was added to the residue, to thereby form crystals. The precipitated crysta... Reactants: CC#N, CSC1=Nc2ccccc2CN1, O=C(O)C(F)(F)F, I, NC1CCc2ccccc21. The product is c1ccc2c(c1)CNC(NC1CCc3ccccc31)=N2. Reaction SMILES: [CH3:24][C:25]#[N:26].[CH3:2][S:3][C:4]1=[N:5][c:6]2[cH:7][cH:8][cH:9][cH:10][c:11]2[CH2:12][NH:13]1.[F:27][C:28]([F:29])([F:30])[C:31]([OH:32])=[O:33].[IH:1].[NH2:14][CH:15]1[CH2:16][CH2:17][c:18]2[cH:19][cH:20][cH:21][cH:22][c:23]21>>[C:4]1([NH:14][CH:15]2[CH2:16][CH2:17][c:18]3[cH:19][cH:20][cH:21][cH:22][c:23]32)=[N:5][c:6]2[cH:7][cH:8][cH:9][cH:10][c:11]2[CH2:12][NH:13]1. The reactants are [BH4-], [BH4-], CCOCC, Cl, CCOC(=O)C(Cc1ccc(OC(F)(F)C(F)F)cc1)C(=O)c1ccc(F)cc1, [Zn+2]. Product: CCOC(=O)C(Cc1ccc(OC(F)(F)C(F)F)cc1)C(O)c1ccc(F)cc1. As a reaction SMILES: [BH4-:36].[BH4-:38].[CH3:31][CH2:32][O:33][CH2:34][CH3:35].[ClH:30].[F:1][c:2]1[cH:3][cH:4][c:5]([C:8]([CH:9]([C:10](=[O:11])[O:12][CH2:13][CH3:14])[CH2:15][c:16]2[cH:17][cH:18][c:19]([O:22][C:23]([CH:24]([F:25])[F:26])([F:27])[F:28])[cH:20][cH:21]2)=[O:29])[cH:6][cH:7]1.[Zn+2:37]>>[F:1][c:2]1[cH:3][cH:4][c:5]([CH:8]([CH:9]([C:10](=[O:11])[O:12][CH2:13][CH3:14])[CH2:15][c:16]2[cH:17][cH:18][c:19]([O:22][C:23]([CH:24]([F:25])[F:26])([F:27])[F:28])[cH:20][cH:21]2)[OH:29])[cH:6][cH:7]1. Starting materials: C(C1=CC=CC=C1)N (benzylamine), C(C=C)(=O)OC (methyl acrylate). Run in C(C)O (ethanol), C(C)O (ethanol). Conditions: time 13 day. The product is COC(=O)CCN(CCC(=O)OC)CC1=CC=CC=C1 (N,N-Di[2-(methoxycarbonyl)ethyl]benzylamine). RXN SMILES: [CH2:1]([NH2:8])[C:2]1[CH:7]=[CH:6][CH:5]=[CH:4][CH:3]=1.[C:9]([O:13][CH3:14])(=[O:12])[CH:10]=[CH2:11]>C(O)C>[CH3:14][O:13][C:9]([CH2:10][CH2:11][N:8]([CH2:1][C:2]1[CH:7]=[CH:6][CH:5]=[CH:4][CH:3]=1)[CH2:11][CH2:10][C:9]([O:13][CH3:14])=[O:12])=[O:12]. Procedure: 107 g of benzylamine in 200 ml of ethanol are cooled in an ice bath and 172.2 g of methyl acrylate in 250 ml of ethanol are slowly added. After 13 days at RT, the solvent is evaporated under vacuum and a part of the oily residue is then distilled. The reactants are C(C)(C)(C)OC(=O)N1[C@@H]2C[C@@H]2C[C@H]1C(=O)O ((1R,3S,5R)-2-azabicyclo[3.1.0]hexane-2,3-dicarboxylic acid 2-tert-butyl ester), C(=O)([O-])[O-].[Cs+].[Cs+] (Cs2CO3), C(C=C)Br (allyl bromide). The solvent is CN(C)C=O (DMF). Run at time 40 hour. The product is C(C)(C)(C)OC(=O)N1[C@@H]2C[C@@H]2C[C@H]1C(=O)OCC=C ((1R,3S,5R)-2-Azabicyclo[3.1.0]hexane-2,3-dicarboxylic acid 3-allyl ester 2-tert-butyl ester). Reaction SMILES: [C:1]([O:5][C:6]([N:8]1[C@H:13]([C:14]([OH:16])=[O:15])[CH2:12][C@@H:11]2[C@H:9]1[CH2:10]2)=[O:7])([CH3:4])([CH3:3])[CH3:2].C([O-])([O-])=O.[Cs+].[Cs+].[CH2:23](Br)[CH:24]=[CH2:25]>CN(C=O)C>[C:1]([O:5][C:6]([N:8]1[C@H:13]([C:14]([O:16][CH2:25][CH:24]=[CH2:23])=[O:15])[CH2:12][C@@H:11]2[C@H:9]1[CH2:10]2)=[O:7])([CH3:4])([CH3:2])[CH3:3] |f:1.2.3|. Procedure: To a solution of (1R,3S,5R)-2-azabicyclo[3.1.0]hexane-2,3-dicarboxylic acid 2-tert-butyl ester (1.5 g, 3.6 mmol) and Cs2CO3 (2.26 g, 6.9 mmol) in DMF (20 mL), allyl bromide (0.6 mL, 3.9 mmol) was added under nitrogen atmosphere. The reaction mixture was stirred for 40 h at RT. DMF was evaporated. The residue was dissolved in EtOAc and washed with aq. HCl 1 N, dried over Na2SO4, filtered and concentrated. The crude residue was purified by flash column chromatography on silica gel (c-hexane to c-h... The reactants are ClCCl, C[Si](C)(C)CCOCn1nc(NC2CCN(S(C)(=O)=O)CC2)c2nc(-c3c(F)cccc3F)c3cc(C#N)ccc3c21, O=C(O)C(F)(F)F, O. Product: CS(=O)(=O)N1CCC(Nc2n[nH]c3c2nc(-c2c(F)cccc2F)c2cc(C#N)ccc23)CC1, O=C(O)C(F)(F)F. RXN SMILES: [Cl:50][CH2:51][Cl:52].[F:1][c:2]1[c:3](-[c:9]2[n:10][c:11]3[c:12]([c:13]4[cH:14][cH:15][c:16]([C:19]#[N:20])[cH:17][c:18]24)[n:21]([CH2:35][O:36][CH2:37][CH2:38][Si:39]([CH3:40])([CH3:41])[CH3:42])[n:22][c:23]3[NH:24][CH:25]2[CH2:26][CH2:27][N:28]([S:31](=[O:32])(=[O:33])[CH3:34])[CH2:29][CH2:30]2)[c:4]([F:8])[cH:5][cH:6][cH:7]1.[F:43][C:44]([C:45](=[O:46])[OH:47])([F:48])[F:49].[OH2:53]>>[F:1][c:2]1[c:3](-[c:9]2[n:10][c:11]3[c:12]([c:13]4[cH:14][cH:15][c:16]([C:19]#[N:20])[cH:17][c:18]24)[nH:21][n:22][c:23]3[NH:24][CH:25]2[CH2:26][CH2:27][N:28]([S:31](=[O:32])(=[O:33])[CH3:34])[CH2:29][CH2:30]2)[c:4]([F:8])[cH:5][cH:6][cH:7]1.[F:43][C:44]([C:45](=[O:46])[OH:47])([F:48])[F:49]. Starting materials: [Cl-].BrC=1C=CC2=C(C=C(O2)C[P+](C2=CC=CC=C2)(C2=CC=CC=C2)C2=CC=CC=C2)C1 ((5-bromo-2-benzofuranyl)methyltriphenylphosphonium chloride), C(C1=CC=C(C=C1)OC)=O (p-anisaldehyde), C1CCC2=NCCCN2CC1 (1,8-diazabicyclo[5.4.0]-7-undecene). The solvent is O1CCCC1 (tetrahydrofuran), C(C)O (ethanol). Yields the product BrC=1C=CC2=C(C=C(O2)C=CC2=CC=C(C=C2)OC)C1 (5-bromo-2-[2-(4-methoxyphenyl)vinyl]benzofuran). The yield is 55.3%. RXN SMILES: [Cl-].[Br:2][C:3]1[CH:4]=[CH:5][C:6]2[O:10][C:9]([CH2:11][P+](C3C=CC=CC=3)(C3C=CC=CC=3)C3C=CC=CC=3)=[CH:8][C:7]=2[CH:31]=1.[CH:32](=O)[C:33]1[CH:38]=[CH:37][C:36]([O:39][CH3:40])=[CH:35][CH:34]=1.C1CCN2C(=NCCC2)CC1>O1CCCC1.C(O)C>[Br:2][C:3]1[CH:4]=[CH:5][C:6]2[O:10][C:9]([CH:11]=[CH:32][C:33]3[CH:38]=[CH:37][C:36]([O:39][CH3:40])=[CH:35][CH:34]=3)=[CH:8][C:7]=2[CH:31]=1 |f:0.1|. Procedure details: 91.5 g of (5-bromo-2-benzofuranyl)methyltriphenylphosphonium chloride and 25 g of p-anisaldehyde were dissolved in a mixture solvent of 180 ml of tetrahydrofuran and 180 ml of ethanol. With stirring at room temperature, 27.58 g of 1,8-diazabicyclo[5.4.0]-7-undecene was added to the above solution, and the mixture was stirred for 18 hours. Thereafter, the reaction solution was concentrated to collect precipitated crystals by filtration, thereby obtaining 32.8 g of 5-bromo-2-[2-(4-methoxyphenyl)vi...